This data is from the Open Reaction Database (ORD), a public repository of structured organic reaction records. The task is: describe an organic reaction: reactants, conditions, products, and yield Reactants: BrB(Br)Br, COc1ccc2c(Oc3ccc(OCCN4CCCCC4)cc3)c(-c3ccc(S(=O)(=O)N(C)C)cc3)ccc2c1, CCOCC, ClCCl, Cl. Yields the product Cl, CN(C)S(=O)(=O)c1ccc(-c2ccc3cc(O)ccc3c2Oc2ccc(OCCN3CCCCC3)cc2)cc1. RXN SMILES: [B:47]([Br:48])([Br:49])[Br:50].[CH3:1][O:2][c:3]1[cH:4][c:5]2[cH:6][cH:7][c:8](-[c:29]3[cH:30][cH:31][c:32]([S:35](=[O:36])(=[O:37])[N:38]([CH3:39])[CH3:40])[cH:33][cH:34]3)[c:9]([O:13][c:14]3[cH:15][cH:16][c:17]([O:20][CH2:21][CH2:22][N:23]4[CH2:24][CH2:25][CH2:26][CH2:27][CH2:28]4)[cH:18][cH:19]3)[c:10]2[cH:11][cH:12]1.[CH3:42][CH2:43][O:44][CH2:45][CH3:46].[Cl:51][CH2:52][Cl:53].[ClH:41]>>[ClH:41].[OH:2][c:3]1[cH:4][c:5]2[cH:6][cH:7][c:8](-[c:29]3[cH:30][cH:31][c:32]([S:35](=[O:36])(=[O:37])[N:38]([CH3:39])[CH3:40])[cH:33][cH:34]3)[c:9]([O:13][c:14]3[cH:15][cH:16][c:17]([O:20][CH2:21][CH2:22][N:23]4[CH2:24][CH2:25][CH2:26][CH2:27][CH2:28]4)[cH:18][cH:19]3)[c:10]2[cH:11][cH:12]1. The reactants are [H-].[H-].[H-].[H-].[Li+].[Al+3] (LiAlH4), [H-].[Al+3].[Li+].[H-].[H-].[H-] (Lithium aluminium hydride), BrC=1C=CC(=NC1)C(=O)N1CCCCC1 (5-bromo-2-(1-piperidinylcarbonyl)pyridine), Intermediate 25. Solvent: C1CCOC1 (THF), C1CCOC1 (THF). The product is BrC=1C=CC(=NC1)CN1CCCCC1 (5-bromo-2-(1-piperidinylmethyl)pyridine). Reaction SMILES: [H-].[Al+3].[Li+].[H-].[H-].[H-].[Br:7][C:8]1[CH:9]=[CH:10][C:11]([C:14]([N:16]2[CH2:21][CH2:20][CH2:19][CH2:18][CH2:17]2)=O)=[N:12][CH:13]=1>C1COCC1>[Br:7][C:8]1[CH:9]=[CH:10][C:11]([CH2:14][N:16]2[CH2:21][CH2:20][CH2:19][CH2:18][CH2:17]2)=[N:12][CH:13]=1 |f:0.1.2.3.4.5|. Procedure details: Lithium aluminium hydride in 1M THF (1.858 mL, 1.858 mmol) was cooled to 0° C. 5-bromo-2-(1-piperidinylcarbonyl)pyridine (for a preparation see Intermediate 25) (250 mg, 0.929 mmol) was dissolved in THF (7 mL) and added dropwise to the LiAlH4 under nitrogen and stirred. After addition to the reductant, the solution was warmed to room temperature. After 1 hour the reactions were filtered, washed with EtOAc (3×10 mL) and evaporated to dryness to give a brown/yellow solid (159 mg). This was purifie...